This data is from the Open Reaction Database (ORD), a public repository of structured organic reaction records. The task is: describe an organic reaction: reactants, conditions, products, and yield Starting materials: C1CC(=O)OC(=O)[C@H]1N2C(=O)C3=CC=CC=C3C2=O (N-phthaloyl-L-glutamic anhydride), CC1SC[C@H](N1)C(=O)O (2(R,S)-methylthiazolidine-4(R)-carboxylic acid), C[Si](C)(C)N(C(C(F)(F)F)=O)[Si](C)(C)C (bis-(trimethylsilyl)trifluoroacetamide), C(C=1C(C(=O)NN)=CC=CC1)(=O)NN (phthalhydrazide). The solvent is CC#N (CH3CN), O (H2O), CCN(CC)CC (Et3N), CC#N (CH3CN). The product is N[C@@H](CCC(=O)N1C(SC[C@H]1C(=O)O)C)C(=O)O (3-(γ-L-Glutamyl)-2(R,S)-Methylthiazolidine-4(R)-Carboxylic Acid). Reaction SMILES: [CH3:1][CH:2]1[NH:6][C@H:5]([C:7]([OH:9])=[O:8])[CH2:4][S:3]1.C[Si](N([Si](C)(C)C)C(=O)C(F)(F)F)(C)C.[CH2:25]1[C@H:32]([N:33]2C(=O)C3C(=CC=CC=3)C2=O)[C:30](=[O:31])[O:29][C:27](=[O:28])[CH2:26]1.C(NN)(=O)C1C(=CC=CC=1)C(NN)=O>CC#N.CCN(CC)CC.O>[NH2:33][C@H:32]([C:30]([OH:31])=[O:29])[CH2:25][CH2:26][C:27]([N:6]1[C@H:5]([C:7]([OH:9])=[O:8])[CH2:4][S:3][CH:2]1[CH3:1])=[O:28]. Reported procedure: To a stirred suspension of 2(R,S)-methylthiazolidine-4(R)-carboxylic acid (8.51 g, 57.9 mmol) prepared according to Nagasawa et al., J. Med. Chem., 27, 591 (1984), which is incorporated herein by reference, in dry CH3CN (100 mL) under a N2 atmosphere was added bis-(trimethylsilyl)trifluoroacetamide (17.0 mL, 17.7 g, 68.7 mmol, obtained from Sigma Chemical Co., "BSTFA") and the mixture was heated under reflux for 1.25 hours. The solids dissolved within 10 minutes of heating. After cooling to room... Yields the product COC(=O)C1CCN1S(=O)(=O)Cc1ccccc1. As a reaction SMILES: [CH:21]([N:22]([CH:23]([CH3:24])[CH3:25])[CH2:26][CH3:27])([CH3:28])[CH3:29].[Cl:30][CH2:31][Cl:32].[ClH:1].[NH:2]1[CH:3]([C:6](=[O:7])[O:8][CH3:9])[CH2:4][CH2:5]1.[c:10]1([CH2:16][S:17](=[O:18])(=[O:19])[Cl:20])[cH:11][cH:12][cH:13][cH:14][cH:15]1>>[N:2]1([S:17]([CH2:16][c:10]2[cH:11][cH:12][cH:13][cH:14][cH:15]2)(=[O:18])=[O:19])[CH:3]([C:6](=[O:7])[O:8][CH3:9])[CH2:4][CH2:5]1. The reactants are CCN(C(C)C)C(C)C, ClCCl, Cl, COC(=O)C1CCN1, O=S(=O)(Cl)Cc1ccccc1.